Dataset: the Open Reaction Database (ORD), a public repository of structured organic reaction records. Task: describe an organic reaction: reactants, conditions, products, and yield The reactants are CS(C)=O, [K+], CCCc1c(OCc2ccc(CBr)cc2)ccc(C(C)=O)c1O, N#C[S-]. The product is CCCc1c(OCc2ccc(CSC#N)cc2)ccc(C(C)=O)c1O. RXN SMILES: [CH3:28][S:29]([CH3:30])=[O:31].[K+:24].[OH:1][c:2]1[c:3]([C:21]([CH3:22])=[O:23])[cH:4][cH:5][c:6]([O:11][CH2:12][c:13]2[cH:14][cH:15][c:16]([CH2:19][Br:20])[cH:17][cH:18]2)[c:7]1[CH2:8][CH2:9][CH3:10].[S-:25][C:26]#[N:27]>>[OH:1][c:2]1[c:3]([C:21]([CH3:22])=[O:23])[cH:4][cH:5][c:6]([O:11][CH2:12][c:13]2[cH:14][cH:15][c:16]([CH2:19][S:25][C:26]#[N:27])[cH:17][cH:18]2)[c:7]1[CH2:8][CH2:9][CH3:10]. The reactants are CN(C)c1ccncc1, CC(C)=O, O=C(Nc1nc2ccc(O)cc2s1)C1CC1, c1ccncc1, O=S(=O)(Cl)c1ccc(-c2ccccn2)s1. Yields the product O=C(Nc1nc2ccc(OS(=O)(=O)c3ccc(-c4ccccn4)s3)cc2s1)C1CC1. As a reaction SMILES: [CH3:38][N:39]([CH3:40])[c:41]1[cH:42][cH:43][n:44][cH:45][cH:46]1.[CH3:47][C:48](=[O:49])[CH3:50].[OH:1][c:2]1[cH:3][c:4]2[c:5]([n:6][c:7]([NH:9][C:10](=[O:11])[CH:12]3[CH2:13][CH2:14]3)[s:8]2)[cH:15][cH:16]1.[cH:17]1[cH:18][cH:19][n:20][cH:21][cH:22]1.[n:23]1[c:24](-[c:29]2[cH:30][cH:31][c:32]([S:34](=[O:35])(=[O:36])[Cl:37])[s:33]2)[cH:25][cH:26][cH:27][cH:28]1>>[O:1]([c:2]1[cH:3][c:4]2[c:5]([n:6][c:7]([NH:9][C:10](=[O:11])[CH:12]3[CH2:13][CH2:14]3)[s:8]2)[cH:15][cH:16]1)[S:34]([c:32]1[cH:31][cH:30][c:29](-[c:24]2[n:23][cH:28][cH:27][cH:26][cH:25]2)[s:33]1)(=[O:35])=[O:36]. The reactants are CCOC(C)=O, [Cl-], [Cl-], Fc1ccc([Zn+])cc1, CCC[Si]1(c2ccccc2)CCC(c2ccc(I)cc2)CC1, [NH4+], C1CCOC1, C1CCOC1, [Pd], c1ccc(P(c2ccccc2)c2ccccc2)cc1, Cc1ccccc1, c1ccc(P(c2ccccc2)c2ccccc2)cc1, c1ccc(P(c2ccccc2)c2ccccc2)cc1, c1ccc(P(c2ccccc2)c2ccccc2)cc1. Product: CCC[Si]1(c2ccccc2)CCC(c2ccc(-c3ccc(F)cc3)cc2)CC1. Reaction SMILES: [CH3:123][CH2:124][O:125][C:126](=[O:127])[CH3:128].[Cl-:13].[Cl-:44].[F:14][c:15]1[cH:16][cH:17][c:18]([Zn+:21])[cH:19][cH:20]1.[I:22][c:23]1[cH:24][cH:25][c:26]([CH:29]2[CH2:30][CH2:31][Si:32]([CH2:35][CH2:36][CH3:37])([c:38]3[cH:39][cH:40][cH:41][cH:42][cH:43]3)[CH2:33][CH2:34]2)[cH:27][cH:28]1.[NH4+:45].[O:129]1[CH2:130][CH2:131][CH2:132][CH2:133]1.[O:8]1[CH2:9][CH2:10][CH2:11][CH2:12]1.[Pd:46].[c:104]1([P:105]([c:106]2[cH:107][cH:108][cH:109][cH:110][cH:111]2)[c:112]2[cH:113][cH:114][cH:115][cH:116][cH:117]2)[cH:118][cH:119][cH:120][cH:121][cH:122]1.[c:1]1([CH3:2])[cH:3][cH:4][cH:5][cH:6][cH:7]1.[c:47]1([P:48]([c:49]2[cH:50][cH:51][cH:52][cH:53][cH:54]2)[c:55]2[cH:56][cH:57][cH:58][cH:59][cH:60]2)[cH:61][cH:62][cH:63][cH:64][cH:65]1.[c:66]1([P:67]([c:68]2[cH:69][cH:70][cH:71][cH:72][cH:73]2)[c:74]2[cH:75][cH:76][cH:77][cH:78][cH:79]2)[cH:80][cH:81][cH:82][cH:83][cH:84]1.[c:85]1([P:86]([c:87]2[cH:88][cH:89][cH:90][cH:91][cH:92]2)[c:93]2[cH:94][cH:95][cH:96][cH:97][cH:98]2)[cH:99][cH:100][cH:101][cH:102][cH:103]1>>[F:14][c:15]1[cH:16][cH:17][c:18](-[c:23]2[cH:24][cH:25][c:26]([CH:29]3[CH2:30][CH2:31][Si:32]([CH2:35][CH2:36][CH3:37])([c:38]4[cH:39][cH:40][cH:41][cH:42][cH:43]4)[CH2:33][CH2:34]3)[cH:27][cH:28]2)[cH:19][cH:20]1.